From a dataset of the Open Reaction Database (ORD), a public repository of structured organic reaction records. describe an organic reaction: reactants, conditions, products, and yield Reactants: C(=O)(OC)C=C(C)C1=CC=C(C=C1)CC(C)NCC(C=1N=C(SC1)C)O (N-[2-(4-(2-carbomethoxy-1-methylethenyl)phenyl)-1-methylethyl]-2-hydroxy-2-(2-methyl-thiazol-4-yl)ethanamine), C(C=O)(=O)OC (methyl glyoxylate). The product is C(=O)(OC)C=C(C)C1=CC=C(C=C1)CC(C)N1C(OC(C1)C=1N=C(SC1)C)C(=O)OC (Methyl 3-[2-(4-(2-Carbomethoxy-1-methylethenyl)phenyl)-1-methylethyl]-5-(2-methyl-thiazol-4-yl)-2oxazolidine carboxylate). RXN SMILES: [C:1]([CH:5]=[C:6]([C:8]1[CH:13]=[CH:12][C:11]([CH2:14][CH:15]([NH:17][CH2:18][CH:19]([OH:26])[C:20]2[N:21]=[C:22]([CH3:25])[S:23][CH:24]=2)[CH3:16])=[CH:10][CH:9]=1)[CH3:7])([O:3][CH3:4])=[O:2].[C:27]([O:31][CH3:32])(=[O:30])[CH:28]=O>>[C:1]([CH:5]=[C:6]([C:8]1[CH:9]=[CH:10][C:11]([CH2:14][CH:15]([N:17]2[CH2:18][CH:19]([C:20]3[N:21]=[C:22]([CH3:25])[S:23][CH:24]=3)[O:26][CH:28]2[C:27]([O:31][CH3:32])=[O:30])[CH3:16])=[CH:12][CH:13]=1)[CH3:7])([O:3][CH3:4])=[O:2]. Procedure: Prepared by analogy to Example 18 by reaction of N-[2-(4-(2-carbomethoxy-1-methylethenyl)phenyl)-1-methylethyl]-2-hydroxy-2-(2-methyl-thiazol-4-yl)ethanamine with methyl glyoxylate, followed by purification of the base on a silica gel column using petroleum ether/ethyl acetate=7:3 as eluant. The reactants are [Na] (sodium), OC(CC=1C=CC(=C(C1)O)OC)(C)C (5-(2-hydroxy-2-methylpropyl)-2-methoxyphenol), C(C)#N (acetonitrile), S(O)(O)(=O)=O (sulfuric acid). The solvent is C(C)(=O)O (acetic acid). The product is COC1=C(C=C2CC(N=C(C2=C1)C)(C)C)O (3,4-Dihydro-7-methoxy-1,3,3-trimethylisoquinolin-6-ol). The yield is 59.1%. As a reaction SMILES: O[C:2]([CH3:14])([CH3:13])[CH2:3][C:4]1[CH:5]=[CH:6][C:7]([O:11][CH3:12])=[C:8]([OH:10])[CH:9]=1.[C:15](#[N:17])[CH3:16].S(=O)(=O)(O)O.[Na]>C(O)(=O)C>[CH3:12][O:11][C:7]1[CH:6]=[C:5]2[C:4]([CH2:3][C:2]([CH3:14])([CH3:13])[N:17]=[C:15]2[CH3:16])=[CH:9][C:8]=1[OH:10] |^1:22|. Reported procedure: To a flask (ice cooled) containing acetic acid (1.2 ml) was added 5-(2-hydroxy-2-methylpropyl)-2-methoxyphenol (500 mg, 2.5 mmol) and acetonitrile (0.27 ml, 5.1 mmol). To this was added sulfuric acid (1.2 ml) slowly with stirring. The reaction mixture was allowed to warm to rt and stirred for 4 h. The reaction mixture was poured onto ice-water and the aqueous solution neutralised with sodium C(Ar)bonate, then extracted with diethyl ether (2×) and ethyl acetate (2×) after saturation with sodium c...